Dataset: the Open Reaction Database (ORD), a public repository of structured organic reaction records. Task: describe an organic reaction: reactants, conditions, products, and yield Reactants: CC=1C=C2C=CC(=NC2=CC1)C (6-methylquinaldine), C1(=CC=C(C=C1)N(C1=CC=C(C=O)C=C1)C1=CC=C(C=C1)C)C (p-di(p-tolyl)aminobenzaldehyde). Product: C1(=CC=C(C=C1)N(C1=CC=C(C=CC2=NC3=CC=C(C=C3C=C2)C)C=C1)C1=CC=C(C=C1)C)C (2-[p-di(p-tolyl)aminostyryl]-6-methylquinoline). Reaction SMILES: [CH3:1][C:2]1[CH:3]=[C:4]2[C:9](=[CH:10][CH:11]=1)[N:8]=[C:7]([CH3:12])[CH:6]=[CH:5]2.[C:13]1([CH3:35])[CH:18]=[CH:17][C:16]([N:19]([C:28]2[CH:33]=[CH:32][C:31]([CH3:34])=[CH:30][CH:29]=2)[C:20]2[CH:27]=[CH:26][C:23]([CH:24]=O)=[CH:22][CH:21]=2)=[CH:15][CH:14]=1>>[C:31]1([CH3:34])[CH:32]=[CH:33][C:28]([N:19]([C:20]2[CH:21]=[CH:22][C:23]([CH3:24])=[CH:26][CH:27]=2)[C:16]2[CH:17]=[CH:18][C:13]([CH:35]=[CH:12][C:7]3[CH:6]=[CH:5][C:4]4[C:9](=[CH:10][CH:11]=[C:2]([CH3:1])[CH:3]=4)[N:8]=3)=[CH:14][CH:15]=2)=[CH:29][CH:30]=1. Reported procedure: By using 14 g of 6-methylquinaldine and 25 g of p-di(p-tolyl)aminobenzaldehyde and in the same manner as in Synthetic Example 1 the compound 2-[p-di(p-tolyl)aminostyryl]-6-methylquinoline was obtained. The yield was 24 g and the melting point thereof was 200°-202.5° C. This compound may also be used satisfactorily as a charge transport substance. RXN SMILES: [CH3:1][N:2]([C:13]1[N:14]=[N:15][C:16](N2CCOCC2)=[CH:17][CH:18]=1)[N:3]=[C:4]1[CH2:9][CH:8]2[C:10]([CH3:12])([CH3:11])[CH:5]1[CH2:6][CH2:7]2.[ClH:25]>C(Cl)(Cl)Cl>[CH3:1][N:2]([C:13]1[N:14]=[N:15][C:16]([Cl:25])=[CH:17][CH:18]=1)[N:3]=[C:4]1[CH2:9][CH:8]2[C:10]([CH3:12])([CH3:11])[CH:5]1[CH2:6][CH2:7]2. Starting materials: CN(N=C1C2CCC(C1)C2(C)C)C=2N=NC(=CC2)N2CCOCC2 (1,7,7-trimethyl-2-bicyclo(2,2,1)heptylidene-(6-morpholino-3-pyridazinyl)-hydrazine), Cl (hydrochloric acid). Run in C(Cl)(Cl)Cl (chloroform), C(Cl)(Cl)Cl (chloroform). Product: CN(N=C1C2CCC(C1)C2(C)C)C=2N=NC(=CC2)Cl (1,7,7-trimethyl-2-bicyclo(2,2,1)heptylidene-(6-chloro-3-pyridazinyl)-hydrazine). The yield is 65.0%. Reported procedure: A mixture of 32.9 g (0.1 moles) of 1,7,7-trimethyl-2-bicyclo(2,2,1)heptylidene-(6-morpholino-3-pyridazinyl)-hydrazine (prepared by the process of Example 8, Step b), 660 ml of chloroform and 660 ml of concentrated hydrochloric acid is heated at 60° while stirring under a nitrogen atmosphere for 6 hours in such a way that the chloroform layer is separated from the reaction mixture every hour and replaced by fresh solvent (660 ml). The camphor recovered can be condensed with 6-chloro-3-pyridazinyl... The product is COCC(C)Oc1nc(N)c2[nH]c(=O)n(CC3CCOCC3)c2n1. Reaction SMILES: [CH2:31]1[O:32][CH2:33][CH2:34][O:35][CH2:36]1.[CH3:1][CH:2]([CH2:3][O:4][CH3:5])[O:6][c:7]1[n:8][c:9]([NH2:25])[c:10]2[n:11][c:12]([O:23][CH3:24])[n:13]([CH2:16][CH:17]3[CH2:18][CH2:19][O:20][CH2:21][CH2:22]3)[c:14]2[n:15]1.[CH3:29][OH:30].[ClH:26].[Na+:28].[OH-:27]>>[CH3:1][CH:2]([CH2:3][O:4][CH3:5])[O:6][c:7]1[n:8][c:9]([NH2:25])[c:10]2[nH:11][c:12](=[O:23])[n:13]([CH2:16][CH:17]3[CH2:18][CH2:19][O:20][CH2:21][CH2:22]3)[c:14]2[n:15]1. Reactants: C1COCCO1, COCC(C)Oc1nc(N)c2nc(OC)n(CC3CCOCC3)c2n1, CO, Cl, [Na+], [OH-]. Starting materials: CC(C)(C)OC(=O)NC(CC(=O)N1CCn2c(C(F)(F)F)nc(C(=O)O)c2C1)Cc1cc(F)c(F)cc1F, CCN=C=NCCCN(C)C, ClCCl, Cl, On1nnc2ccccc21, OCc1ccccc1. Product: CC(C)(C)OC(=O)NC(CC(=O)N1CCn2c(C(F)(F)F)nc(C(=O)OCc3ccccc3)c2C1)Cc1cc(F)c(F)cc1F. Reaction SMILES: [C:1]([CH3:2])([CH3:3])([CH3:4])[O:5][C:6](=[O:7])[NH:8][CH:9]([CH2:10][C:11](=[O:12])[N:13]1[CH2:14][c:15]2[n:16]([c:19]([C:25]([F:26])([F:27])[F:28])[n:20][c:21]2[C:22](=[O:23])[OH:24])[CH2:17][CH2:18]1)[CH2:29][c:30]1[c:31]([F:38])[cH:32][c:33]([F:37])[c:34]([F:36])[cH:35]1.[CH3:50][N:51]([CH3:52])[CH2:53][CH2:54][CH2:55][N:56]=[C:57]=[N:58][CH2:59][CH3:60].[Cl:69][CH2:70][Cl:71].[ClH:49].[OH:39][n:40]1[c:41]2[cH:42][cH:43][cH:44][cH:45][c:46]2[n:47][n:48]1.[OH:61][CH2:62][c:63]1[cH:64][cH:65][cH:66][cH:67][cH:68]1>>[C:1]([CH3:2])([CH3:3])([CH3:4])[O:5][C:6](=[O:7])[NH:8][CH:9]([CH2:10][C:11](=[O:12])[N:13]1[CH2:14][c:15]2[n:16]([c:19]([C:25]([F:26])([F:27])[F:28])[n:20][c:21]2[C:22]([O:23][CH2:62][c:63]2[cH:64][cH:65][cH:66][cH:67][cH:68]2)=[O:24])[CH2:17][CH2:18]1)[CH2:29][c:30]1[c:31]([F:38])[cH:32][c:33]([F:37])[c:34]([F:36])[cH:35]1. The reactants are CC(C)([S@](=O)N[C@](CC(=O)OCC)(C(F)F)C1=C(C=CC=C1)F)C ((S)-ethyl 3-((S)-1,1-dimethylethylsulfinamido)-4,4-difluoro-3-(2-fluorophenyl)butanoate), CC(C)C[AlH]CC(C)C (DIBAH). Solvent: C(Cl)Cl (DCM). Run at temperature -78 celsius, time 30 minute. Yields the product FC([C@](CC=O)(C1=C(C=CC=C1)F)N[S@@](=O)C(C)(C)C)F ((S)—N—((S)-1,1-difluoro-2-(2-fluorophenyl)-4-oxobutan-2-yl)-2-methylpropane-2-sulfinamide). The yield is 30.9%. As a reaction SMILES: [CH3:1][C:2]([CH3:24])([S@@:4]([NH:6][C@@:7]([C:17]1[CH:22]=[CH:21][CH:20]=[CH:19][C:18]=1[F:23])([CH:14]([F:16])[F:15])[CH2:8][C:9](OCC)=[O:10])=[O:5])[CH3:3].CC(C[AlH]CC(C)C)C>C(Cl)Cl>[F:16][CH:14]([F:15])[C@@:7]([NH:6][S@:4]([C:2]([CH3:3])([CH3:1])[CH3:24])=[O:5])([C:17]1[CH:22]=[CH:21][CH:20]=[CH:19][C:18]=1[F:23])[CH2:8][CH:9]=[O:10]. Procedure: Intermediate XVI-1: In a dry flask under an inert atmosphere the light yellow solution of (S)-ethyl 3-((S)-1,1-dimethylethylsulfinamido)-4,4-difluoro-3-(2-fluorophenyl)butanoate (XV-2) (2.59 g, 7.09 mmol) in DCM (75 ml) was treated dropwise with DIBAH (1 M in toluene; 10.6 ml, 10.6 mmol) keeping the internal temperature below −72° C. After complete addition the reaction mixture was stirred at −78° C. for 30 min. For the workup, the mixture was quenched with a saturated solution of NH4Cl (10 ml),...